From a dataset of the Open Reaction Database (ORD), a public repository of structured organic reaction records. describe an organic reaction: reactants, conditions, products, and yield The reactants are C(C)NCC (Diethylamine), C(C)(=O)OCC (ethyl acetate), C(C)OC(C(C(=O)O)CC=1C=NC(=C(C1)C)N(C(=O)OC(C)(C)C)C(=O)OC(C)(C)C)=O (2-(6-[N,N-bis(tert-butoxycarbonyl)amino]-5-methyl-pyridin-3-ylmethyl)-malonic acid monoethyl ester), aq. solution, C=O (formaldehyde). The solvent is C(Cl)Cl (methylene chloride). Reaction conditions: time 16 hour. Product: C(C)OC(C(=C)CC=1C=NC(=C(C1)C)N(C(=O)OC(C)(C)C)C(=O)OC(C)(C)C)=O (2-(6-[N,N-bis(tert-butoxycarbonyl)amino]-5-methyl-pyridin-3-ylmethyl)-acrylic acid ethyl ester). Isolated yield 73.5%. Reaction SMILES: C(NCC)C.[CH2:6]([O:8][C:9](=[O:37])[CH:10]([CH2:14][C:15]1[CH:16]=[N:17][C:18]([N:22]([C:30]([O:32][C:33]([CH3:36])([CH3:35])[CH3:34])=[O:31])[C:23]([O:25][C:26]([CH3:29])([CH3:28])[CH3:27])=[O:24])=[C:19]([CH3:21])[CH:20]=1)[C:11](O)=O)[CH3:7].C=O.C(OCC)(=O)C>C(Cl)Cl>[CH2:6]([O:8][C:9](=[O:37])[C:10]([CH2:14][C:15]1[CH:16]=[N:17][C:18]([N:22]([C:23]([O:25][C:26]([CH3:29])([CH3:28])[CH3:27])=[O:24])[C:30]([O:32][C:33]([CH3:36])([CH3:34])[CH3:35])=[O:31])=[C:19]([CH3:21])[CH:20]=1)=[CH2:11])[CH3:7]. Reported procedure: Diethylamine (0.26 g, 2.67 mmol) was added a mixture of 2-(6-[N,N-bis(tert-butoxycarbonyl)amino]-5-methyl-pyridin-3-ylmethyl)-malonic acid monoethyl ester (1.0 g, 2.2 mmol) and 37% aq. solution of formaldehyde (0.24 g, 3.00 mmol) in methylene chloride (2 mL) at 0° C. The mixture was stirred for 16 h at room temperature and ethyl acetate was added. The organic layer was washed with water and 5% NaHCO3 and dried. Concentration under reduced pressure followed by flash chromatography (toluene/ethyl ... Reactants: CCOC(=O)CC#N, CC1(c2cccc(Cl)c2)CN(Cc2ccccc2)CCC1=O, CC(=O)[O-], CCOC(C)=O, CC(=O)O, [NH4+], c1ccccc1. Yields the product CCOC(=O)C(C#N)=C1CCN(Cc2ccccc2)CC1(C)c1cccc(Cl)c1. RXN SMILES: [C:23](#[N:24])[CH2:25][C:26](=[O:27])[O:28][CH2:29][CH3:30].[CH2:1]([c:2]1[cH:3][cH:4][cH:5][cH:6][cH:7]1)[N:8]1[CH2:9][C:10]([CH3:15])([c:16]2[cH:17][c:18]([Cl:22])[cH:19][cH:20][cH:21]2)[C:11](=[O:14])[CH2:12][CH2:13]1.[CH3:32][C:33](=[O:34])[O-:35].[CH3:36][CH2:37][O:38][C:39](=[O:40])[CH3:41].[CH3:42][C:43](=[O:44])[OH:45].[NH4+:31].[cH:46]1[cH:47][cH:48][cH:49][cH:50][cH:51]1>>[CH2:1]([c:2]1[cH:3][cH:4][cH:5][cH:6][cH:7]1)[N:8]1[CH2:9][C:10]([CH3:15])([c:16]2[cH:17][c:18]([Cl:22])[cH:19][cH:20][cH:21]2)[C:11](=[C:25]([C:23]#[N:24])[C:26](=[O:27])[O:28][CH2:29][CH3:30])[CH2:12][CH2:13]1. The reactants are [OH-].[Na+] (Sodium hydroxide), CC(C)OC1=C(C=C(C=N1)C1=NC(=NO1)C=1C=CC=C2C(=CNC12)CCC(=O)OCC)OC (Ethyl 3-(7-{5-[6-[(1-methylethyl)oxy]-5-(methyloxy)-3-pyridinyl]-1,2,4-oxadiazol-3-yl}-1H-indol-3-yl)propanoate), Cl (HCl). Run in C1CCOC1 (THF), O (water). Reaction conditions: temperature 90 celsius. The product is CC(C)OC1=C(C=C(C=N1)C1=NC(=NO1)C=1C=CC=C2C(=CNC12)CCC(=O)O)OC (3-(7-{5-[6-[(1-methylethyl)oxy]-5-(methyloxy)-3-pyridinyl]-1,2,4-oxadiazol-3-yl}-1H-indol-3-yl)propanoic acid). Yield: 55.2%. Reaction SMILES: [OH-].[Na+].[CH3:3][CH:4]([O:6][C:7]1[N:12]=[CH:11][C:10]([C:13]2[O:17][N:16]=[C:15]([C:18]3[CH:19]=[CH:20][CH:21]=[C:22]4[C:26]=3[NH:25][CH:24]=[C:23]4[CH2:27][CH2:28][C:29]([O:31]CC)=[O:30])[N:14]=2)=[CH:9][C:8]=1[O:34][CH3:35])[CH3:5].Cl>C1COCC1.O>[CH3:5][CH:4]([O:6][C:7]1[N:12]=[CH:11][C:10]([C:13]2[O:17][N:16]=[C:15]([C:18]3[CH:19]=[CH:20][CH:21]=[C:22]4[C:26]=3[NH:25][CH:24]=[C:23]4[CH2:27][CH2:28][C:29]([OH:31])=[O:30])[N:14]=2)=[CH:9][C:8]=1[O:34][CH3:35])[CH3:3] |f:0.1|. Procedure details: Sodium hydroxide (40 mg) was added to a solution of ethyl 3-(7-{5-[6-[(1-methylethyl)oxy]-5-(methyloxy)-3-pyridinyl]-1,2,4-oxadiazol-3-yl}-1H-indol-3-yl)propanoate (D38) (280 mg) in THF (3 mL) and water (3 mL). The resulting mixture was heated at 90° C. for 1 hour. Then 0.5 M HCl solution was added until pH was about 6. The solvent was concentrated, and the residue was dissolved in water. The precipitated solid was purified by Mass Directed Auto Prep to afford 3-(7-{5-[6-[(1-methylethyl)oxy]-5-(... Reactants: [Al+3], COC(=O)c1cc2cc(C(F)(F)F)ccc2s1, [H-], [H-], [H-], [H-], [Li+], C1CCOC1, O. The product is O=Cc1cc2cc(C(F)(F)F)ccc2s1. As a reaction SMILES: [Al+3:19].[F:1][C:2]([c:3]1[cH:4][cH:5][c:6]2[c:7]([cH:8][c:9]([C:11](=[O:12])[O:13][CH3:14])[s:10]2)[cH:15]1)([F:16])[F:17].[H-:18].[H-:21].[H-:22].[H-:23].[Li+:20].[O:25]1[CH2:26][CH2:27][CH2:28][CH2:29]1.[OH2:24]>>[F:1][C:2]([c:3]1[cH:4][cH:5][c:6]2[c:7]([cH:8][c:9]([CH:11]=[O:12])[s:10]2)[cH:15]1)([F:16])[F:17]. Reactants: O=C([O-])[O-], CN(C)CCCCl, CN(C)C=O, Cl, Cl, [K+], [K+], Oc1ccc(-c2nc(CSCCOc3ccccc3)co2)cc1, C1COCCO1. Product: CN(C)CCCOc1ccc(-c2nc(CSCCOc3ccccc3)co2)cc1. Reaction SMILES: [C:32](=[O:33])([O-:34])[O-:35].[CH3:25][N:26]([CH2:27][CH2:28][CH2:29][Cl:30])[CH3:31].[CH3:39][N:40]([CH3:41])[CH:42]=[O:43].[ClH:24].[ClH:38].[K+:36].[K+:37].[O:1]([c:2]1[cH:3][cH:4][cH:5][cH:6][cH:7]1)[CH2:8][CH2:9][S:10][CH2:11][c:12]1[n:13][c:14](-[c:17]2[cH:18][cH:19][c:20]([OH:23])[cH:21][cH:22]2)[o:15][cH:16]1.[O:44]1[CH2:45][CH2:46][O:47][CH2:48][CH2:49]1>>[O:1]([c:2]1[cH:3][cH:4][cH:5][cH:6][cH:7]1)[CH2:8][CH2:9][S:10][CH2:11][c:12]1[n:13][c:14](-[c:17]2[cH:18][cH:19][c:20]([O:23][CH2:29][CH2:28][CH2:27][N:26]([CH3:25])[CH3:31])[cH:21][cH:22]2)[o:15][cH:16]1.